This data is from the Open Reaction Database (ORD), a public repository of structured organic reaction records. The task is: describe an organic reaction: reactants, conditions, products, and yield The reactants are C(C)OC(CNC(=O)C=1C(C=2C=CC=C(C2C1O)C(=O)OC)=O)=O (Methyl 2-((2-ethoxy-2-oxoethyl)carbamoyl)-3-hydroxy-1-oxo-1H-indene-4-carboxylate), OC1=C(C(C2=CC=CC(=C12)I)=O)C(=O)NCC(=O)OCC (ethyl 2-(3-hydroxy-4-iodo-1-oxo-1H-indene-2-carboxamido)acetate), [C]=O (carbon monoxide). Run in CO (MeOH). Reaction SMILES: C([O:3][C:4](=[O:24])[CH2:5][NH:6][C:7]([C:9]1[C:10](=[O:23])[C:11]2[CH:12]=[CH:13][CH:14]=[C:15]([C:19]([O:21]C)=[O:20])[C:16]=2[C:17]=1[OH:18])=[O:8])C.OC1C2C(=CC=CC=2I)C(=O)C=1C(NCC(OCC)=O)=O.[C]=O>CO>[C:4]([CH2:5][NH:6][C:7]([C:9]1[C:10](=[O:23])[C:11]2[CH:12]=[CH:13][CH:14]=[C:15]([C:19]([OH:21])=[O:20])[C:16]=2[C:17]=1[OH:18])=[O:8])([OH:24])=[O:3] |^3:45|. Reported procedure: Methyl 2-((2-ethoxy-2-oxoethyl)carbamoyl)-3-hydroxy-1-oxo-1H-indene-4-carboxylate. The title compound is prepared by metal mediated carbonylation of ethyl 2-(3-hydroxy-4-iodo-1-oxo-1H-indene-2-carboxamido)acetate with carbon monoxide in MeOH according to literature procedures. The product is C(=O)(O)CNC(=O)C=1C(C=2C=CC=C(C2C1O)C(=O)O)=O (2-((Carboxymethyl)carbamoyl)-3-hydroxy-1-oxo-1H-indene-4-carboxylic acid). Starting materials: CS(=O)(=O)OCC[C@@H](C1=CC=CC=C1)NC(=O)[C@@H]1SCCN1S(=O)(=O)C1=CC=C(C=C1)C1=CC=CC=C1 ((3S)-3-({[(2S)-3-([1,1′-biphenyl]-4-ylsulfonyl)-1,3-thiazolidin-2-yl]carbonyl}amino)-3-phenylpropyl methanesulfonate), CS(=O)(=O)OCC[C@@H](C1=CC=CC=C1)NC(=O)[C@@H]1SCCN1S(=O)(=O)C1=CC=C(C=C1)C1=CC=CC=C1 ((3S)-3-({[(2S)-3-([1,1′-biphenyl]-4-ylsulfonyl)-1,3-thiazolidin-2-yl]carbonyl}amino)-3-phenylpropyl methanesulfonate), N1CCCC1 (pyrrolidine). The product is C1(=CC=C(C=C1)S(=O)(=O)N1C(SCC1)C(=O)NC(CCN1CCCC1)C1=CC=CC=C1)C1=CC=CC=C1 (3-([1,1′-biphenyl]-4-ylsulfonyl)-N-[1-phenyl-3-(1-pyrrolidinyl)propyl]-1,3-thiazolidine-2-carboxamide). RXN SMILES: CS(O[CH2:6][CH2:7][C@H:8]([NH:15][C:16]([C@H:18]1[N:22]([S:23]([C:26]2[CH:31]=[CH:30][C:29]([C:32]3[CH:37]=[CH:36][CH:35]=[CH:34][CH:33]=3)=[CH:28][CH:27]=2)(=[O:25])=[O:24])[CH2:21][CH2:20][S:19]1)=[O:17])[C:9]1[CH:14]=[CH:13][CH:12]=[CH:11][CH:10]=1)(=O)=O.[NH:38]1[CH2:42][CH2:41][CH2:40][CH2:39]1>>[C:29]1([C:32]2[CH:33]=[CH:34][CH:35]=[CH:36][CH:37]=2)[CH:30]=[CH:31][C:26]([S:23]([N:22]2[CH2:21][CH2:20][S:19][CH:18]2[C:16]([NH:15][CH:8]([C:9]2[CH:10]=[CH:11][CH:12]=[CH:13][CH:14]=2)[CH2:7][CH2:6][N:38]2[CH2:42][CH2:41][CH2:40][CH2:39]2)=[O:17])(=[O:25])=[O:24])=[CH:27][CH:28]=1. Reported procedure: Following the general method A as outlined in Example 16, starting from 3-({[3-([1,1′-biphenyl]-4-ylsulfonyl)-1,3-thiazolidin-2-yl]carbonyl}amino)-3-phenylpropyl methanesulfonate (Intermediate 9) and pyrrolidine, the title compound was obtained in 99.2% purity by HPLC. Starting materials: BrCC(COC=1SC(=CN1)C(N(C)C)=O)OC (2-(3-Bromo-2-methoxypropoxy)-5-[N,N-dimethylcarbamoyl]thiazole), C1(C=2C(C(N1)=O)=CC=CC2)=O.[K] (potassium phthalimide). Run in CN(C=O)C (N,N-dimethylformamide). Product: C1(C=2C(C(N1CC(COC=1SC(=CN1)C(N(C)C)=O)OC)=O)=CC=CC2)=O (2-(3-Phthalimido-2-methoxypropoxy)-5-(N,N-dimethylcarbamoyl)thiazole). RXN SMILES: Br[CH2:2][CH:3]([O:16][CH3:17])[CH2:4][O:5][C:6]1[S:7][C:8]([C:11](=[O:15])[N:12]([CH3:14])[CH3:13])=[CH:9][N:10]=1.[C:18]1(=[O:28])[NH:22][C:21](=[O:23])[C:20]2=[CH:24][CH:25]=[CH:26][CH:27]=[C:19]12.[K]>CN(C)C=O>[C:18]1(=[O:28])[N:22]([CH2:2][CH:3]([O:16][CH3:17])[CH2:4][O:5][C:6]2[S:7][C:8]([C:11](=[O:15])[N:12]([CH3:14])[CH3:13])=[CH:9][N:10]=2)[C:21](=[O:23])[C:20]2=[CH:24][CH:25]=[CH:26][CH:27]=[C:19]12 |f:1.2,^1:28|. Procedure: By a procedure analogous to Example 2, the product from Example 8 can be reacted with potassium phthalimide in N,N-dimethylformamide to give the solid title compound. The reactants are N1CCC(CC1)N1C(=NC=2C1=C1C(=NC2)C=CS1)[C@@H](C)O ((1R)-1-(1-piperidin-4-yl-1H-imidazo[4,5-d]thieno[3,2-b]pyridin-2-yl)ethanol), FC(CCCO)(F)F (4,4,4-trifluorobutanol), C(C)(=O)O[BH-](OC(C)=O)OC(C)=O.C[N+](C)(C)C (tetramethylammonium triacetoxyborohydride). Solvent: C(Cl)Cl (methylene chloride), CN(C=O)C (N,N-dimethylformamide). Conditions: time 8 hour. Product: FC(CCCN1CCC(CC1)N1C(=NC=2C1=C1C(=NC2)C=CS1)[C@@H](C)O)(F)F ((1R)-1-{1-[1-(4,4,4-Trifluorobutyl)piperidin-4-yl]-1H-imidazo[4,5-d]thieno[3,2-b]pyridin-2-yl}ethanol). Yield: 34.2%. RXN SMILES: [NH:1]1[CH2:6][CH2:5][CH:4]([N:7]2[C:11]3=[C:12]4[S:18][CH:17]=[CH:16][C:13]4=[N:14][CH:15]=[C:10]3[N:9]=[C:8]2[C@H:19]([OH:21])[CH3:20])[CH2:3][CH2:2]1.[F:22][C:23]([F:29])([F:28])[CH2:24][CH2:25][CH2:26]O.C(O[BH-](OC(=O)C)OC(=O)C)(=O)C.C[N+](C)(C)C>C(Cl)Cl.CN(C)C=O>[F:22][C:23]([F:29])([F:28])[CH2:24][CH2:25][CH2:26][N:1]1[CH2:6][CH2:5][CH:4]([N:7]2[C:11]3=[C:12]4[S:18][CH:17]=[CH:16][C:13]4=[N:14][CH:15]=[C:10]3[N:9]=[C:8]2[C@H:19]([OH:21])[CH3:20])[CH2:3][CH2:2]1 |f:2.3|. Reported procedure: To a mixture of (1R)-1-(1-piperidin-4-yl-1H-imidazo[4,5-d]thieno[3,2-b]pyridin-2-yl)ethanol (15.0 mg, 0.0496 mmol) and 4,4,4-trifluorobutanol (9.4 mg, 0.0744 mmol) in methylene chloride (0.3 mL) and N,N-dimethylformamide (0.2 mL) was added resin of tetramethylammonium triacetoxyborohydride (48.4 mg, 0.0992 mmol). The resulting mixture was stirred overnight. The mixture was filtered and concentrated then purified using RP-HPLC (XBridge C18 column, eluting with a gradient of acetonitrile/water con... Starting materials: C1CCC2=NCCCN2CC1 (1,8-diazabicyclo[5.4.0]-7-undecene), FC(S(=O)(=O)OC1=CC=CC(=N1)CC1=CC=CC=C1)(F)F (2-benzyl-6-pyridyl trifluoromethanesulfonate), C(C)(=O)O.O[C@@H]1CNC[C@H]1O ((3R,4R)-3,4-dihydroxypyrrolidine acetate), C([C@@H](O)[C@H](O)C(=O)O)(=O)O (D-tartaric acid). The solvent is CN1C(CCC1)=O (N-methylpyrrolidone). Conditions: time 6 hour. The product is C(C1=CC=CC=C1)C1=NC(=CC=C1)N1C[C@H]([C@@H](C1)O)O (2-Benzyl-6-[(3R,4R)-3,4-dihydroxypyrrolidin-1-yl]pyridine). Isolated yield 55.6%. RXN SMILES: FC(F)(F)S(O[C:7]1[N:12]=[C:11]([CH2:13][C:14]2[CH:19]=[CH:18][CH:17]=[CH:16][CH:15]=2)[CH:10]=[CH:9][CH:8]=1)(=O)=O.C(O)(=O)C.[OH:26][C@H:27]1[C@H:31]([OH:32])[CH2:30][NH:29][CH2:28]1.C(O)(=O)[C@H]([C@@H](C(O)=O)O)O.C1CCN2C(=NCCC2)CC1>CN1CCCC1=O>[CH2:13]([C:11]1[CH:10]=[CH:9][CH:8]=[C:7]([N:29]2[CH2:30][C@@H:31]([OH:32])[C@H:27]([OH:26])[CH2:28]2)[N:12]=1)[C:14]1[CH:19]=[CH:18][CH:17]=[CH:16][CH:15]=1 |f:1.2|. Procedure details: To a mixture of 11.3 g of 2-benzyl-6-pyridyl trifluoromethanesulfonate, 11.3 g of (3R,4R)-3,4-dihydroxypyrrolidine acetate (synthesized from D-tartaric acid as a starting material, Angew. Chem. Int. Ed. Engl., 23(6), 435, 1984) and 10 ml of N-methylpyrrolidone was added dropwise 11 ml of 1,8-diazabicyclo[5.4.0]-7-undecene under nitrogen atmosphere in an oil bath at 100° C., followed by heating under stirring for 6 hours. After standing to cool, the reaction mixture was extracted with ethyl aceta... Starting materials: N (ammonia), C1(=CC=CC=C1)C1=C(C(=O)OCC)C(=CC=N1)C (ethyl 2-phenyl-4-methylnicotinate), polyphosphoric acid, ice. Run in C(C)OCC (diethyl ether). Run at temperature 140 celsius, time 7 hour. Product: CC1=C2C(=NC=C1)C=1C=CC=CC1C2=O (4-Methyl-5H-indeno[3,2-b]pyridin-5-one). RXN SMILES: [C:1]1([C:7]2[N:17]=[CH:16][CH:15]=[C:14]([CH3:18])[C:8]=2[C:9]([O:11]CC)=O)[CH:6]=[CH:5][CH:4]=[CH:3][CH:2]=1.N>C(OCC)C>[CH3:18][C:14]1[CH:15]=[CH:16][N:17]=[C:7]2[C:1]3[CH:2]=[CH:3][CH:4]=[CH:5][C:6]=3[C:9](=[O:11])[C:8]=12. Procedure details: A mixture of 51 g (0.211 mol) of ethyl 2-phenyl-4-methylnicotinate and 500 g of polyphosphoric acid was stirred at 140° C. for 7 hours, cooled, stirred into 700 g of ice, rendered alkaline with conc. ammonia solution and extracted with ethyl acetate. The combined extracts were washed twice with water, dried over K2CO3 and concentrated. The product thus obtained was then digested with diethyl ether for 2 hours, filtered off with suction and dried. Yield 18.6 g (45% of theory), yellowish crystals ... Starting materials: CC(=O)Nc1c(I)cc(I)c(C(=O)[O-])c1I, CCOCCl, CN(C)C=O, [Na+]. Yields the product CCOCOC(=O)c1c(I)cc(I)c(NC(C)=O)c1I. RXN SMILES: [C:1]([CH3:2])(=[O:3])[NH:4][c:5]1[c:6]([I:16])[c:7]([C:8](=[O:9])[O-:10])[c:11]([I:15])[cH:12][c:13]1[I:14].[CH2:18]([CH3:19])[O:20][CH2:21][Cl:22].[CH3:23][N:24]([CH3:25])[CH:26]=[O:27].[Na+:17]>>[C:1]([CH3:2])(=[O:3])[NH:4][c:5]1[c:6]([I:16])[c:7]([C:8](=[O:9])[O:10][CH2:21][O:20][CH2:18][CH3:19])[c:11]([I:15])[cH:12][c:13]1[I:14]. The reactants are BrC1=C(C(=O)Cl)C=CC=C1 (2-bromobenzoyl chloride), [H-].[Na+] (NaH), C1(=CC=CC=C1)C=1OC=C2C1NC=1C=CC=CC21 (3-phenyl-4H-furo[3,4-b]indole), C1COCCOCCOCCOCCO1 (15-crown-5). Solvent: C1CCOC1 (THF), C1CCOC1 (THF), C1CCOC1 (THF). Reaction conditions: time 1 hour. The product is BrC1=C(C=CC=C1)C(=O)N1C=2C(C=3C=CC=CC13)=COC2C2=CC=CC=C2 (2-Bromophenyl-(3-phenylfuro[3,4-b]indol-4-yl)methanone). RXN SMILES: [H-].[Na+].[C:3]1([C:9]2[O:10][CH:11]=[C:12]3[C:20]4[CH:19]=[CH:18][CH:17]=[CH:16][C:15]=4[NH:14][C:13]=23)[CH:8]=[CH:7][CH:6]=[CH:5][CH:4]=1.C1OCCOCCOCCOCCOC1.[Br:36][C:37]1[CH:45]=[CH:44][CH:43]=[CH:42][C:38]=1[C:39](Cl)=[O:40]>C1COCC1>[Br:36][C:37]1[CH:45]=[CH:44][CH:43]=[CH:42][C:38]=1[C:39]([N:14]1[C:15]2[CH:16]=[CH:17][CH:18]=[CH:19][C:20]=2[C:12]2=[CH:11][O:10][C:9]([C:3]3[CH:4]=[CH:5][CH:6]=[CH:7][CH:8]=3)=[C:13]12)=[O:40] |f:0.1|. Reported procedure: 2.1 g (52.5 mmol) of NaH (60% in mineral oil) are dissolved in 500 ml of THF under a protective-gas atmosphere. 11.5 g (50 mmol) of 3-phenyl-4H-furo[3,4-b]indole and 11.5 g (52.5 mmol) of 15-crown-5, dissolved in 200 ml of THF, are added. After 1 h at room temperature, a solution of 12 g (55 mmol) of 2-bromobenzoyl chloride in 250 ml of THF is added dropwise. Starting materials: C1(=CC=CC=C1)C (toluene), C(C)(C)(C)OC(CBr)=O (bromoacetic acid-tert-butyl ester), C(CO)C(C(C(C(C(C(C(C(F)(F)F)(F)F)(F)F)(F)F)(F)F)(F)F)(F)F)(F)F (1H,1H,2H,2H-perfluorodecan-1-ol), C1(=CC=CC=C1)C (toluene). The reagents and catalysts are S(=O)(=O)(O)[O-].C(CCC)[N+](CCCC)(CCCC)CCCC (tetrabutylammonium hydrogen sulfate). Run in [OH-].[K+] (potassium hydroxide). Conditions: temperature 0 celsius. Yields the product C(C)(C)(C)OC(COCCC(C(C(C(C(C(C(C(F)(F)F)(F)F)(F)F)(F)F)(F)F)(F)F)(F)F)(F)F)=O (13,13,13,12,12,11,11,10,10,9,9,8,8,7,7,6,6-Heptadecafluoro-3-oxatridecanoic acid-t-butyl ester). RXN SMILES: [C:1]([O:5][C:6](=[O:9])[CH2:7]Br)([CH3:4])([CH3:3])[CH3:2].[CH2:10]([C:13]([F:37])([F:36])[C:14]([F:35])([F:34])[C:15]([F:33])([F:32])[C:16]([F:31])([F:30])[C:17]([F:29])([F:28])[C:18]([F:27])([F:26])[C:19]([F:25])([F:24])[C:20]([F:23])([F:22])[F:21])[CH2:11][OH:12].C1(C)C=CC=CC=1>S([O-])(O)(=O)=O.C([N+](CCCC)(CCCC)CCCC)CCC.[OH-].[K+]>[C:1]([O:5][C:6](=[O:9])[CH2:7][O:12][CH2:11][CH2:10][C:13]([F:36])([F:37])[C:14]([F:34])([F:35])[C:15]([F:32])([F:33])[C:16]([F:30])([F:31])[C:17]([F:28])([F:29])[C:18]([F:26])([F:27])[C:19]([F:25])([F:24])[C:20]([F:23])([F:22])[F:21])([CH3:4])([CH3:3])[CH3:2] |f:3.4,5.6|. Procedure: 10.51 g (53.9 mmol) of bromoacetic acid-tert-butyl ester is added in drops to a mixture of 10 g (21.55 mmol) of 1H,1H,2H,2H-perfluorodecan-1-ol and 0.73 g (2.15 mmol) of tetrabutylammonium hydrogen sulfate in 100 ml of 60% potassium hydroxide solution/50 ml of toluene while being stirred vigorously at 0° C. It is stirred for 1 hour at 0° C. 200 ml of toluene is added, the aqueous phase is separated and extracted twice with 50 ml of toluene each. The combined organic phases are dried on magnesium... Starting materials: C(COCC(=O)O)(=O)O (Diglycolic acid), CO (methanol), ClCCCl (1,2-dichloroethane). The product is COC(COCC(=O)OC)=O (diglycolic acid dimethyl ester). RXN SMILES: [C:1]([OH:9])(=[O:8])[CH2:2][O:3][CH2:4][C:5]([OH:7])=O.[CH3:10][OH:11].Cl[CH2:13]CCl>>[CH3:10][O:11][C:5](=[O:7])[CH2:4][O:3][CH2:2][C:1]([O:9][CH3:13])=[O:8]. Procedure details: Diglycolic acid (67.05 g, 0.5 mol) was dissolved in a mixture of methanol (122 ml, 30 mol) and 1,2-dichloroethane (150 ml). KSF-catalyst (Aldrich) (2.5 g) was added and the mixture was refluxed for 15 hours. The mixture was cooled to ambient temperature, filtered through alumina, washed with aqueous saturated sodium hydrogen carbonate (100 ml) and dried over magnesium sulphate. The solvent was evaporated and diglycolic acid dimethyl ester was isolated after distillation as a colourless oil. Yiel...